From a dataset of the Open Reaction Database (ORD), a public repository of structured organic reaction records. describe an organic reaction: reactants, conditions, products, and yield Starting materials: C(C1=CC=CC=C1)C(C(=O)[O-])(C(=O)[O-])CC1=CC=CC=C1 (dibenzylmalonate), [H-].[Na+] (sodium hydride), C1(=CC=CC=C1)C (toluene), Cl (HCl), C1(CCCCC1)=C(C(=O)N)C#N (cyclohexylidenecyanoacetamide). Reaction conditions: time 15 minute. Yields the product C(#N)C1C(NC(C(C12CCCCC2)C(=O)OCC2=CC=CC=C2)=O)=O (benzyl 5-cyano-2,4-dioxo-3-azaspiro[5,5]undecane-1-carboxylate). RXN SMILES: C([C:8](CC1C=CC=CC=1)([C:12]([O-])=[O:13])[C:9]([O-:11])=[O:10])C1C=CC=CC=1.[H-].[Na+].[C:24]1(=[C:30]([C:34]#[N:35])[C:31]([NH2:33])=[O:32])[CH2:29][CH2:28][CH2:27][CH2:26][CH2:25]1.Cl.[C:37]1([CH3:43])[CH:42]=[CH:41][CH:40]=[CH:39][CH:38]=1>>[C:34]([CH:30]1[C:24]2([CH2:29][CH2:28][CH2:27][CH2:26][CH2:25]2)[CH:8]([C:9]([O:11][CH2:43][C:37]2[CH:42]=[CH:41][CH:40]=[CH:39][CH:38]=2)=[O:10])[C:12](=[O:13])[NH:33][C:31]1=[O:32])#[N:35] |f:1.2|. Procedure details: 3.41 g of dibenzylmalonate, 30 ml of toluene and 0.58 g of 60% sodium hydride in mineral oil are placed in a 100 ml flask equipped with a magnetic stirrer, thermometer and condenser, in a nitrogen atmosphere. After 15 minutes, 1.97 g of cyclohexylidenecyanoacetamide are added. The reaction mixture is left under agitation for 6 hours at 25° C. and is then acidified with 36% HCl. The organic phase is separated and the solvent is evaporated under reduced pressure to obtain 3.18 g of benzyl 5-cyano-... Reactants: CCCCC=CCCCCOc1ccc(C(=O)OC)cc1, CO, Cl, [Li+], [OH-], O, O. Yields the product CCCCC=CCCCCOc1ccc(C(=O)O)cc1. As a reaction SMILES: [CH3:1][O:2][C:3]([c:4]1[cH:5][cH:6][c:7]([O:10][CH2:11][CH2:12][CH2:13][CH2:14][CH:15]=[CH:16][CH2:17][CH2:18][CH2:19][CH3:20])[cH:8][cH:9]1)=[O:21].[CH3:27][OH:28].[ClH:26].[Li+:25].[OH-:24].[OH2:22].[OH2:23]>>[O:2]=[C:3]([c:4]1[cH:5][cH:6][c:7]([O:10][CH2:11][CH2:12][CH2:13][CH2:14][CH:15]=[CH:16][CH2:17][CH2:18][CH2:19][CH3:20])[cH:8][cH:9]1)[OH:21]. The reagents and catalysts are C(C)(=O)[O-].[Cu+2].C(C)(=O)[O-] (copper (II) acetate). Procedure: A reaction mixture comprising of tert-butyl prop-2-yn-1-ylcarbamate (219 mg, 1.411 mmol), (azidomethyl)benzene (188 mg, 1.411 mmol), copper (II) acetate (25.6 mg, 0.141 mmol) and sodium L-ascorbate (55.9 mg, 0.282 mmol) in tert-butanol (20 ml)/water (20 ml) was stirred for 18 hours at room temperature. The reaction mixture was acidified to pH1 using 6M HCl, then saturated with solid NaCl. The reaction mixture was concentrated under pressure to yield a green aqueous solution. The mixture was dilu... Starting materials: Cl (HCl), [Na+].[Cl-] (NaCl), C(C#C)NC(OC(C)(C)C)=O (tert-butyl prop-2-yn-1-ylcarbamate), N(=[N+]=[N-])CC1=CC=CC=C1 ((azidomethyl)benzene), O=C1C(O)=C([O-])[C@H](O1)[C@@H](O)CO.[Na+] (sodium L-ascorbate). The solvent is C(C)(=O)OCC (ethyl acetate), C(C)(C)(C)O (tert-butanol), O (water). Yields the product C(C1=CC=CC=C1)N1N=NC(=C1)CN ((1-benzyl-1H-1,2,3-triazol-4-yl)methanamine). Reaction SMILES: [CH2:1]([NH:4]C(=O)OC(C)(C)C)[C:2]#[CH:3].[N:12]([CH2:15][C:16]1[CH:21]=[CH:20][CH:19]=[CH:18][CH:17]=1)=[N+:13]=[N-:14].O=C1O[C@H]([C@H](CO)O)C([O-])=C1O.[Na+].Cl.[Na+].[Cl-]>C(O)(C)(C)C.C(OCC)(=O)C.C([O-])(=O)C.[Cu+2].C([O-])(=O)C.O>[CH2:15]([N:12]1[CH:3]=[C:2]([CH2:1][NH2:4])[N:14]=[N:13]1)[C:16]1[CH:21]=[CH:20][CH:19]=[CH:18][CH:17]=1 |f:2.3,5.6,9.10.11|. Starting materials: ClC1=C(C=C(C=C1)[N+](=O)[O-])OCC=C(C)C (1-chloro-2-(3-methyl-2-butenyloxy)-4-nitrobenzene), C(C)(=O)OCC (ethyl acetate), CCCCCC (hexane). The reagents and catalysts are [Fe] (iron). Solvent: C(C)OCC (diethyl ether), C(C)O (ethanol), O (water), Cl (hydrochloric acid). Yields the product ClC1=C(C=C(C=C1)N)OCC=C(C)C (4-chloro-3-(3-methyl-2-butenyloxy)benzenamine), light brown oil. RXN SMILES: [Cl:1][C:2]1[CH:7]=[CH:6][C:5]([N+:8]([O-])=O)=[CH:4][C:3]=1[O:11][CH2:12][CH:13]=[C:14]([CH3:16])[CH3:15].C(OCC)(=O)C.CCCCCC>C(O)C.O.Cl.C(OCC)C.[Fe]>[Cl:1][C:2]1[CH:7]=[CH:6][C:5]([NH2:8])=[CH:4][C:3]=1[O:11][CH2:12][CH:13]=[C:14]([CH3:16])[CH3:15]. Procedure details: To a refluxing well-stirred suspension of iron powder (19.6 g, 100 mesh) in ethanol (60 mL), water (13.4 mL) and 36% hydrochloric acid (1.4 mL) was added 1-chloro-2-(3-methyl-2-butenyloxy)-4-nitrobenzene (24 g) in portions over 15-30 minutes. After 3 hours thin-layer chromatography (TLC) (ethyl acetate:hexane, 40:60) showed no substrate. The reaction mixture was then filtered hot and the iron oxide filter cake was washed with hot ethanol. The combined ethanol washes were evaporated to produce a ... Starting materials: COC=1C=C(CC=2C=CN3N=C(N(C(C32)=O)C3=CC=CC=C3)[C@H](C)NC(OC(C)(C)C)=O)C=CC1 ((S)-tert-Butyl (1-(5-(3-methoxybenzyl)-4-oxo-3-phenyl-3,4-dihydropyrrolo[2,1-f][1,2,4]triazin-2-yl)ethyl)carbamate), Cl (hydrochloric acid), O1CCOCC1 (dioxane), hydrochloride salt. Product: N[C@@H](C)C1=NN2C(C(N1C1=CC=CC=C1)=O)=C(C=C2)CC2=CC(=CC=C2)OC ((S)-2-(1-Aminoethyl)-5-(3-methoxybenzyl)-3-phenylpyrrolo[2,1-f][1,2,4]triazin-4(3H)-one). Yield: 139.3%. As a reaction SMILES: [CH3:1][O:2][C:3]1[CH:4]=[C:5]([CH:33]=[CH:34][CH:35]=1)[CH2:6][C:7]1[CH:8]=[CH:9][N:10]2[C:15]=1[C:14](=[O:16])[N:13]([C:17]1[CH:22]=[CH:21][CH:20]=[CH:19][CH:18]=1)[C:12]([C@@H:23]([NH:25]C(=O)OC(C)(C)C)[CH3:24])=[N:11]2.Cl.O1CCOCC1>>[NH2:25][C@H:23]([C:12]1[N:13]([C:17]2[CH:18]=[CH:19][CH:20]=[CH:21][CH:22]=2)[C:14](=[O:16])[C:15]2=[C:7]([CH2:6][C:5]3[CH:33]=[CH:34][CH:35]=[C:3]([O:2][CH3:1])[CH:4]=3)[CH:8]=[CH:9][N:10]2[N:11]=1)[CH3:24]. Procedure: (S)-tert-Butyl (1-(5-(3-methoxybenzyl)-4-oxo-3-phenyl-3,4-dihydropyrrolo[2,1-f][1,2,4]triazin-2-yl)ethyl)carbamate (129 mg, 0.23 mmol) was treated with a solution of hydrochloric acid in dioxane (4M, 2 mL, 8 mmol) according to the method described in Preparation 1 to obtain 120 mg (99% yield) of the title compound as a hydrochloride salt that was used in the following step without further purification. The reactants are CC(=O)C(=O)[O-], CC(O)C(=O)[O-], Cc1ncc(CO)c(C=O)c1O, O=C[O-], O=C(O)C(=O)CCC(F)(F)F, [K+], [K+], [K+], NC(=O)C1=CN(C2OC(COP(=O)(O)OP(=O)(O)OCC3OC(n4cnc5c(N)ncnc54)C(O)C3O)C(O)C2O)C=CC1, [Na+], O=P([O-])([O-])[O-], O=P([O-])([O-])[O-]. Yields the product NC(CCC(F)(F)F)C(=O)O. Reaction SMILES: [CH3:1][C:2]([C:3](=[O:4])[O-:5])=[O:6].[CH3:7][CH:8]([C:9](=[O:10])[O-:11])[OH:12].[CH:68]([c:69]1[c:70]([OH:71])[c:72]([CH3:73])[n:74][cH:75][c:76]1[CH2:77][OH:78])=[O:79].[CH:85]([O-:86])=[O:87].[F:57][C:58]([CH2:59][CH2:60][C:61]([C:62](=[O:63])[OH:64])=[O:65])([F:66])[F:67].[K+:94].[K+:95].[K+:96].[NH2:13][C:14]([C:15]1=[CH:55][N:19]([CH:20]2[CH:21]([OH:22])[CH:23]([OH:24])[CH:25]([CH2:26][O:27][P:28]([O:29][P:30]([O:31][CH2:32][CH:33]3[CH:34]([OH:35])[CH:36]([OH:37])[CH:38]([n:39]4[c:40]5[c:41]([c:42]([NH2:46])[n:43][cH:44][n:45]5)[n:47][cH:48]4)[O:49]3)(=[O:50])[OH:51])(=[O:52])[OH:53])[O:54]2)[CH:18]=[CH:17][CH2:16]1)=[O:56].[Na+:88].[O-:80][P:81](=[O:82])([O-:83])[O-:84].[P:89]([O-:90])([O-:91])([O-:92])=[O:93]>>[NH2:13][CH:61]([CH2:60][CH2:59][C:58]([F:57])([F:66])[F:67])[C:62](=[O:63])[OH:64]. Starting materials: CN, C1CCOC1, Cc1ccc(S(=O)(=O)OCCCCCCC(F)(F)C(F)(F)C(F)(F)C(F)(F)C(F)(F)C(F)(F)F)cc1. The product is CNCCCCCCC(F)(F)C(F)(F)C(F)(F)C(F)(F)C(F)(F)C(F)(F)F. As a reaction SMILES: [CH3:1][NH2:2].[O:39]1[CH2:40][CH2:41][CH2:42][CH2:43]1.[O:3]([S:4]([c:5]1[cH:6][cH:7][c:8]([CH3:9])[cH:10][cH:11]1)(=[O:12])=[O:13])[CH2:14][CH2:15][CH2:16][CH2:17][CH2:18][CH2:19][C:20]([C:21]([C:22]([C:23]([C:24]([C:25]([F:26])([F:27])[F:28])([F:29])[F:30])([F:31])[F:32])([F:33])[F:34])([F:35])[F:36])([F:37])[F:38]>>[CH3:1][NH:2][CH2:14][CH2:15][CH2:16][CH2:17][CH2:18][CH2:19][C:20]([C:21]([C:22]([C:23]([C:24]([C:25]([F:26])([F:27])[F:28])([F:29])[F:30])([F:31])[F:32])([F:33])[F:34])([F:35])[F:36])([F:37])[F:38]. The reactants are NC=1C=C(C(=O)OC(C)(C)C)C=CC1 (t-Butyl 3-aminobenzoate), [N+](=O)([O-])C=1C=C(C(=O)O)C=CC1 (3-nitrobenzoic acid), C(=O)(OC(C)(C)C)OC(=O)OC(C)(C)C (di-tert-butyl dicarbonate), C(=O)([O-])[O-].[Na+].[Na+] (Na2CO3). Reagents/catalysts: CN(C)C=1C=CN=CC1 (DMAP). Run in C1CCOC1 (THF). Conditions: temperature 23 celsius, time 2 day. Product: [N+](=O)([O-])C=1C=C(C(=O)OC(C)(C)C)C=CC1 (t-butyl 3-nitrobenzoate). RXN SMILES: NC1[CH:3]=[C:4]([CH:12]=CC=1)[C:5](OC(C)(C)C)=O.[N+:15]([C:18]1[CH:19]=[C:20]([CH:24]=[CH:25][CH:26]=1)[C:21]([OH:23])=[O:22])([O-:17])=[O:16].C(OC(OC(C)(C)C)=O)(OC(C)(C)C)=O.C([O-])([O-])=O.[Na+].[Na+]>CN(C1C=CN=CC=1)C.C1COCC1>[N+:15]([C:18]1[CH:19]=[C:20]([CH:24]=[CH:25][CH:26]=1)[C:21]([O:23][C:4]([CH3:12])([CH3:5])[CH3:3])=[O:22])([O-:17])=[O:16] |f:3.4.5|. Reported procedure: t-Butyl 3-aminobenzoate ##STR105## A mixture of 3-nitrobenzoic acid (5 g, 30 mmol), di-tert-butyl dicarbonate (20 g, 92 mmol), and DMAP (0.84 g, 6.9 mmol) in THF (60 mL) was stirred at 23° C. for 2 d. The mixture was poured onto ice-water, basified with Na2CO3 and extracted with CH2Cl2 (×3). The combined organic extracts were washed with brine, the solvents evaporated in vacuo and the residue was purified by column chromatography upon silica gel using hexanes-EtOAc (95:5) as eluant to give t-but...